From a dataset of the Open Reaction Database (ORD), a public repository of structured organic reaction records. describe an organic reaction: reactants, conditions, products, and yield Reactants: Cl (hydrochloric acid), ClCCCCC(=O)Cl (2-chloroethylpropionyl chloride), C1(=CC=CC=C1)C (toluene), [Cl-].[Al+3].[Cl-].[Cl-] (aluminium chloride), [N+](=O)([O-])C1=CC=CC=C1 (nitrobenzene). The product is ClCCC(=O)C1=CC=C(C=C1)C (1-(3-chloropropionyl)-4-methylbenzene). RXN SMILES: ClCC[CH2:4][CH2:5][C:6](Cl)=[O:7].[C:9]1(C)C=CC=CC=1.[Cl-:16].[Al+3].[Cl-].[Cl-].Cl.[N+]([C:24]1[CH:29]=[CH:28][CH:27]=[CH:26][CH:25]=1)([O-])=O>>[Cl:16][CH2:4][CH2:5][C:6]([C:24]1[CH:29]=[CH:28][C:27]([CH3:9])=[CH:26][CH:25]=1)=[O:7] |f:2.3.4.5|. Procedure details: 2-chloroethylpropionyl chloride (0.63 g), toluene (0.885 g), and aluminium chloride (0.8 g) were reacted in nitrobenzene (1 mL) at 0° C., followed by treatment with hydrochloric acid to obtain the title compound (0.25 g). Reactants: COc1ccc(CSC2CC(C(=O)O)N(C(=O)OCc3ccc([N+](=O)[O-])cc3)C2)cc1, CC#N, NC1CCNC1. The product is COc1ccc(CSC2CC(C(=O)N3CCC(N)C3)N(C(=O)OCc3ccc([N+](=O)[O-])cc3)C2)cc1. As a reaction SMILES: [CH3:1][O:2][c:3]1[cH:4][cH:5][c:6]([CH2:7][S:8][CH:9]2[CH2:10][CH:11]([C:27](=[O:28])[OH:29])[N:12]([C:14](=[O:15])[O:16][CH2:17][c:18]3[cH:19][cH:20][c:21]([N+:24](=[O:25])[O-:26])[cH:22][cH:23]3)[CH2:13]2)[cH:30][cH:31]1.[CH3:38][C:39]#[N:40].[NH2:32][CH:33]1[CH2:34][NH:35][CH2:36][CH2:37]1>>[CH3:1][O:2][c:3]1[cH:4][cH:5][c:6]([CH2:7][S:8][CH:9]2[CH2:10][CH:11]([C:27](=[O:28])[N:35]3[CH2:34][CH:33]([NH2:32])[CH2:37][CH2:36]3)[N:12]([C:14](=[O:15])[O:16][CH2:17][c:18]3[cH:19][cH:20][c:21]([N+:24](=[O:25])[O-:26])[cH:22][cH:23]3)[CH2:13]2)[cH:30][cH:31]1. Starting materials: COC1=C(C=CC(=C1)C=O)O (2-methoxy-4-formylphenol), C(C)(C)N(CC)C(C)C (diisopropyl ethylamine), COCCl (methoxymethyl chloride). Solvent: O1CCCC1 (tetrahydrofuran). Product: C(=O)C1=CC(=C(OCOC)C=C1)OC ((4-formyl-2-methoxyphenoxy)methoxymethane). The yield is 96.0%. As a reaction SMILES: [CH3:1][O:2][C:3]1[CH:8]=[C:7]([CH:9]=[O:10])[CH:6]=[CH:5][C:4]=1[OH:11].C(N(C(C)C)CC)(C)C.[CH3:21][O:22][CH2:23]Cl>O1CCCC1>[CH:9]([C:7]1[CH:6]=[CH:5][C:4]([O:11][CH2:21][O:22][CH3:23])=[C:3]([O:2][CH3:1])[CH:8]=1)=[O:10]. Procedure details: A mixed solution of 15.2 g of 2-methoxy-4-formylphenol, 26 ml of diisopropyl ethylamine, 9 ml of methoxymethyl chloride and 100 ml of tetrahydrofuran (THF) was stirred at room temperature for 3.5 hours. The solvent was removed under reduced pressure. Water was added to the residue and the mixture was extracted with ethyl acetate. The extract was washed and dried, and the solvent was removed under reduced pressure. The residue was purified by silica gel column chromatography (solvent; hexane:ethy... Starting materials: CO (MeOH), ClC1=C(OCCOC2=C(CC(CCC(=O)[O-])=C)C=CC=C2)C(=CC(=C1)C)Cl (4-{2-[(2,6-dichloro-4-methylphenoxy)ethoxy]benzyl}pent-4-enoate), [OH-].[Li+] (lithium hydroxide). Run in C1CCOC1 (THF). The product is ClC1=C(OCCOC2=CC=C(CC(C(=O)O)CC=C)C=C2)C(=CC(=C1)C)Cl (2-{4-[2-(2,6-Dichloro-4-methylphenoxy)ethoxy]benzyl}pent-4-enoic acid). RXN SMILES: [Cl:1][C:2]1[CH:25]=[C:24]([CH3:26])[CH:23]=[C:22]([Cl:27])[C:3]=1[O:4][CH2:5][CH2:6][O:7][C:8]1[CH:21]=[CH:20][CH:19]=[CH:18][C:9]=1CC(=C)CCC([O-])=O.[CH3:28][OH:29].[OH-:30].[Li+]>C1COCC1>[Cl:27][C:22]1[CH:23]=[C:24]([CH3:26])[CH:25]=[C:2]([Cl:1])[C:3]=1[O:4][CH2:5][CH2:6][O:7][C:8]1[CH:9]=[CH:18][C:19]([CH2:24][CH:25]([CH2:2][CH:3]=[CH2:22])[C:28]([OH:30])=[O:29])=[CH:20][CH:21]=1 |f:2.3|. Procedure: Ethyl 2-(4-{2-[(2,6-dichloro-4-methylphenoxy)ethoxy]benzyl}pent-4-enoate from the previous step (1 eq.) was dissolved in a 2:1 (v/v) THF:MeOH solution (0.06 M). To this was then added lithium hydroxide (1.0 M aqueous solution, 3.4 eq.) and the resulting solution was stirred at 50° C. for 12 h. The volatiles were then removed in vacuo. Following careful acidification of the resulting residue with 10% aq. HCl, the mixture was extracted with EtOAc. The combined organic extracts were washed with H2O...